This data is from the Open Reaction Database (ORD), a public repository of structured organic reaction records. The task is: describe an organic reaction: reactants, conditions, products, and yield The reactants are COC([C@H]1N(CCC1)C([C@@H](N[N+](=O)[O-])CCCNC(N)=N)=O)=O (nitro-L-arginyl-L-proline methyl ester), Br (hydrobromic acid). Solvent: acetatic acid, C(C)OCC (diethyl ether). The product is Br.COC([C@H]1N(CCC1)C([C@@H](N[N+](=O)[O-])CCCNC(N)=N)=O)=O (Nitro-L-arginyl-L-proline methyl ester, hydrobromide). Reaction SMILES: [CH3:1][O:2][C:3](=[O:23])[C@@H:4]1[CH2:8][CH2:7][CH2:6][N:5]1[C:9](=[O:22])[C@H:10]([CH2:15][CH2:16][CH2:17][NH:18][C:19](=[NH:21])[NH2:20])[NH:11][N+:12]([O-:14])=[O:13].[BrH:24]>C(OCC)C>[BrH:24].[CH3:1][O:2][C:3](=[O:23])[C@@H:4]1[CH2:8][CH2:7][CH2:6][N:5]1[C:9](=[O:22])[C@H:10]([CH2:15][CH2:16][CH2:17][NH:18][C:19](=[NH:20])[NH2:21])[NH:11][N+:12]([O-:14])=[O:13] |f:3.4|. Procedure details: N-Benzyloxycarbonyl-Ng -nitro-L-arginyl-L-proline methyl ester (16.3 g., 35.1 mmoles) is treated with 30% hydrobromic acid in glacial acetatic acid (50 ml) for one hour and at room temperature. Dry diethyl ether (ca. 500 ml) is added to give a pale yellow very hygroscopic solid. The product is not characterized further due to the very hygroscopic nature. It is dried in vacuo over KOH and used for the next reaction.